Dataset: the Open Reaction Database (ORD), a public repository of structured organic reaction records. Task: describe an organic reaction: reactants, conditions, products, and yield The reactants are C(=O)C1=CC=C(C(=O)O)C=C1 (4-formylbenzoic acid), N1(CCNCC1)C(=O)OC(C)(C)C (tert-butyl piperazine-1-carboxylate). Product: C(=O)C1=CC=C(C(=O)N2CCN(CC2)C(=O)OC(C)(C)C)C=C1 (tert-butyl 4-(4-formylbenzoyl)piperazine-1-carboxylate). Yield: 86.6%. Reaction SMILES: [CH:1]([C:3]1[CH:11]=[CH:10][C:6]([C:7]([OH:9])=O)=[CH:5][CH:4]=1)=[O:2].[N:12]1([C:18]([O:20][C:21]([CH3:24])([CH3:23])[CH3:22])=[O:19])[CH2:17][CH2:16][NH:15][CH2:14][CH2:13]1>>[CH:1]([C:3]1[CH:4]=[CH:5][C:6]([C:7]([N:15]2[CH2:14][CH2:13][N:12]([C:18]([O:20][C:21]([CH3:24])([CH3:23])[CH3:22])=[O:19])[CH2:17][CH2:16]2)=[O:9])=[CH:10][CH:11]=1)=[O:2]. Procedure details: In an analogous manner to 21, 4-formylbenzoic acid (600 mg, 3.99 mmol) was reacted with tert-butyl piperazine-1-carboxylate (818.8 mg, 4.40 mmol) to afford desired product as off-white solid (1.1 g, 86.6%). The reactants are [Fe], Nc1cccc2ccc(S(=O)(=O)O)cc12, c1ccc2ccccc2c1, O=S(=O)(O)c1ccc2ccccc2c1. Yields the product Nc1cccc2cc(S(=O)(=O)O)ccc12. As a reaction SMILES: [Fe:40].[NH2:1][c:2]1[c:3]2[c:4]([cH:5][cH:6][c:7]([S:8]([OH:9])(=[O:10])=[O:11])[cH:12]2)[cH:13][cH:14][cH:15]1.[cH:16]1[cH:17][c:18]2[c:19]([cH:20][cH:21][cH:22][cH:23]2)[cH:24][cH:25]1.[cH:26]1[c:27]([S:36](=[O:37])(=[O:38])[OH:39])[cH:28][cH:29][c:30]2[cH:31][cH:32][cH:33][cH:34][c:35]12>>[NH2:1][c:31]1[c:30]2[cH:29][cH:28][c:27]([S:36](=[O:37])(=[O:38])[OH:39])[cH:26][c:35]2[cH:34][cH:33][cH:32]1.